From a dataset of the Open Reaction Database (ORD), a public repository of structured organic reaction records. describe an organic reaction: reactants, conditions, products, and yield Starting materials: CC(C)C(Br)C(=O)O, Nc1ccc(Cl)cc1F, [K]. Yields the product CC(C)C(Nc1ccc(Cl)cc1F)C(=O)O. RXN SMILES: [Br:2][CH:3]([C:4](=[O:5])[OH:6])[CH:7]([CH3:8])[CH3:9].[F:10][c:11]1[c:12]([NH2:13])[cH:14][cH:15][c:16]([Cl:18])[cH:17]1.[K:1]>>[CH:3]([C:4](=[O:5])[OH:6])([CH:7]([CH3:8])[CH3:9])[NH:13][c:12]1[c:11]([F:10])[cH:17][c:16]([Cl:18])[cH:15][cH:14]1. The reactants are CC(C)=O, CCO, C#CCOc1c(OC)cc(C=O)cc1OC, Cl, [Na+], [OH-]. The product is C#CCOc1c(OC)cc(C=CC(C)=O)cc1OC. As a reaction SMILES: [CH3:19][C:20]([CH3:21])=[O:22].[CH3:24][CH2:25][OH:26].[CH3:3][O:4][c:5]1[cH:6][c:7]([CH:8]=[O:9])[cH:10][c:11]([O:17][CH3:18])[c:12]1[O:13][CH2:14][C:15]#[CH:16].[ClH:23].[Na+:2].[OH-:1]>>[CH3:3][O:4][c:5]1[cH:6][c:7]([CH:8]=[CH:19][C:20]([CH3:21])=[O:22])[cH:10][c:11]([O:17][CH3:18])[c:12]1[O:13][CH2:14][C:15]#[CH:16]. Reactants: CCOC(=O)C=Cc1ccc(CBr)c(Br)c1, CC(C)(C)[O-], [K+], C1COCCOCCOCCOCCOCCO1, O, c1c[nH]cn1. Yields the product CCOC(=O)C=Cc1ccc(Cn2ccnc2)c(Br)c1. RXN SMILES: [Br:12][c:13]1[cH:14][c:15]([CH:21]=[CH:22][C:23](=[O:24])[O:25][CH2:26][CH3:27])[cH:16][cH:17][c:18]1[CH2:19][Br:20].[CH3:6][C:7]([CH3:8])([O-:9])[CH3:10].[K+:11].[O:28]1[CH2:29][CH2:30][O:31][CH2:32][CH2:33][O:34][CH2:35][CH2:36][O:37][CH2:38][CH2:39][O:40][CH2:41][CH2:42][O:43][CH2:44][CH2:45]1.[OH2:46].[nH:1]1[cH:2][n:3][cH:4][cH:5]1>>[n:1]1([CH2:19][c:18]2[c:13]([Br:12])[cH:14][c:15]([CH:21]=[CH:22][C:23](=[O:24])[O:25][CH2:26][CH3:27])[cH:16][cH:17]2)[cH:2][n:3][cH:4][cH:5]1. The reactants are C(C)(C)(C)OC(=O)N1CCC(CC1)CCNC1(C(N(C2=CC=C(C=C12)Cl)S(=O)(=O)C=1C=C2CCN(C2=CC1)C(=O)NC(C)(CC)CC)=O)C1=C(C=CC=C1)Cl (3-[[2-(1-tert-Butoxycarbonylpiperid-4-yl)-ethyl]amino]-5-chloro-3-(2-chlorophenyl)-1-[[1-(diethyethylaminocarbonyl)indolin-5-yl]sulfonyl]-1,3-dihydroindol-2-one), C(=O)(C(F)(F)F)O (TFA). Run in C(Cl)Cl (DCM). Conditions: time 15 minute. Product: O.FC(C(=O)O)(F)F.ClC=1C=C2C(C(N(C2=CC1)S(=O)(=O)C=1C=C2CCN(C2=CC1)C(=O)N(CC)CC)=O)(NCCC1CCNCC1)C1=C(C=CC=C1)Cl (5-Chloro-3-(2-chlorophenyl)-1-[[1-(diethylaminocarbonyl)indolin-5-yl]sulfonyl]-1,3-dihydro-3-[[2-(piperid-4-yl)ethyl]amino]indol-2-one trifluoroacetate monohydrate). As a reaction SMILES: C([O:5]C([N:8]1[CH2:13][CH2:12][CH:11]([CH2:14][CH2:15][NH:16][C:17]2([C:49]3[CH:54]=[CH:53][CH:52]=[CH:51][C:50]=3[Cl:55])[C:25]3[C:20](=[CH:21][CH:22]=[C:23]([Cl:26])[CH:24]=3)[N:19]([S:27]([C:30]3[CH:31]=[C:32]4[C:36](=[CH:37][CH:38]=3)[N:35]([C:39]([NH:41][C:42]([CH2:46]C)(CC)C)=[O:40])[CH2:34][CH2:33]4)(=[O:29])=[O:28])[C:18]2=[O:48])[CH2:10][CH2:9]1)=O)(C)(C)C.[C:56]([OH:62])([C:58]([F:61])([F:60])[F:59])=[O:57]>C(Cl)Cl>[OH2:5].[F:59][C:58]([F:61])([F:60])[C:56]([OH:62])=[O:57].[Cl:26][C:23]1[CH:24]=[C:25]2[C:20](=[CH:21][CH:22]=1)[N:19]([S:27]([C:30]1[CH:31]=[C:32]3[C:36](=[CH:37][CH:38]=1)[N:35]([C:39]([N:41]([CH2:42][CH3:46])[CH2:56][CH3:58])=[O:40])[CH2:34][CH2:33]3)(=[O:28])=[O:29])[C:18](=[O:48])[C:17]2([C:49]1[CH:54]=[CH:53][CH:52]=[CH:51][C:50]=1[Cl:55])[NH:16][CH2:15][CH2:14][CH:11]1[CH2:10][CH2:9][NH:8][CH2:13][CH2:12]1 |f:3.4.5|. Procedure: A solution of 1.17 g of the compound obtained in EXAMPLE 222 in 7.5 ml of DCM is cooled to +4° C., 15 ml of TFA are added and the reaction mixture is stirred for 3 hours 15 minutes at +4° C. It is concentrated under vacuum, the residue is taken up with DCM and the solvent is evaporated off under vacuum, this operation being repeated twice. The residue is taken up with AcOEt, the organic phase is washed with water and with a saturated solution of NaCl and dried over sodium sulfate and the solvent... Starting materials: CN(Cc1sc2c(=O)c(C(=O)NCc3ccc(Cl)cc3)cn(C)c2c1COCC[Si](C)(C)C)CC(O)c1ccco1, ClCCl, ClC(Cl)Cl, O=C(O)C(F)(F)F, [Na+], O=C([O-])O. Product: CN(Cc1sc2c(=O)c(C(=O)NCc3ccc(Cl)cc3)cn(C)c2c1CO)CC(O)c1ccco1. RXN SMILES: [Cl:1][c:2]1[cH:3][cH:4][c:5]([CH2:6][NH:7][C:8](=[O:9])[c:10]2[c:11](=[O:39])[c:12]3[c:13]([n:14]([CH3:16])[cH:15]2)[c:17]([CH2:31][O:32][CH2:33][CH2:34][Si:35]([CH3:36])([CH3:37])[CH3:38])[c:18]([CH2:20][N:21]([CH3:22])[CH2:23][CH:24]([OH:25])[c:26]2[o:27][cH:28][cH:29][cH:30]2)[s:19]3)[cH:40][cH:41]1.[Cl:54][CH2:55][Cl:56].[Cl:57][CH:58]([Cl:59])[Cl:60].[F:47][C:48]([F:49])([F:50])[C:51]([OH:52])=[O:53].[Na+:46].[O-:42][C:43]([OH:44])=[O:45]>>[Cl:1][c:2]1[cH:3][cH:4][c:5]([CH2:6][NH:7][C:8](=[O:9])[c:10]2[c:11](=[O:39])[c:12]3[c:13]([n:14]([CH3:16])[cH:15]2)[c:17]([CH2:31][OH:32])[c:18]([CH2:20][N:21]([CH3:22])[CH2:23][CH:24]([OH:25])[c:26]2[o:27][cH:28][cH:29][cH:30]2)[s:19]3)[cH:40][cH:41]1. Reactants: CC(C)(C)OC(=O)CCBr, ClCCl, CCOC(C)=O, CN1CCNCC1. Product: CN1CCN(CCC(=O)OC(C)(C)C)CC1. Reaction SMILES: [Br:8][CH2:9][CH2:10][C:11](=[O:12])[O:13][C:14]([CH3:15])([CH3:16])[CH3:17].[CH2:24]([Cl:25])[Cl:26].[CH3:18][CH2:19][O:20][C:21](=[O:22])[CH3:23].[CH3:1][N:2]1[CH2:3][CH2:4][NH:5][CH2:6][CH2:7]1>>[CH3:1][N:2]1[CH2:3][CH2:4][N:5]([CH2:9][CH2:10][C:11](=[O:12])[O:13][C:14]([CH3:15])([CH3:16])[CH3:17])[CH2:6][CH2:7]1. Starting materials: CCOC(=O)C1(S(=O)(=O)c2ccc(OCC#CCN3CCOCC3)cc2)CCN(Cc2ccc(Br)cc2)CC1, C1CCOC1, CO, [Na+], [OH-]. Product: O=C(O)C1(S(=O)(=O)c2ccc(OCC#CCN3CCOCC3)cc2)CCN(Cc2ccc(Br)cc2)CC1. Reaction SMILES: [CH2:1]([CH3:2])[O:3][C:4](=[O:5])[C:6]1([S:20](=[O:21])(=[O:22])[c:23]2[cH:24][cH:25][c:26]([O:29][CH2:30][C:31]#[C:32][CH2:33][N:34]3[CH2:35][CH2:36][O:37][CH2:38][CH2:39]3)[cH:27][cH:28]2)[CH2:7][CH2:8][N:9]([CH2:12][c:13]2[cH:14][cH:15][c:16]([Br:19])[cH:17][cH:18]2)[CH2:10][CH2:11]1.[CH2:40]1[O:41][CH2:42][CH2:43][CH2:44]1.[CH3:45][OH:46].[Na+:48].[OH-:47]>>[O:3]=[C:4]([OH:5])[C:6]1([S:20](=[O:21])(=[O:22])[c:23]2[cH:24][cH:25][c:26]([O:29][CH2:30][C:31]#[C:32][CH2:33][N:34]3[CH2:35][CH2:36][O:37][CH2:38][CH2:39]3)[cH:27][cH:28]2)[CH2:7][CH2:8][N:9]([CH2:12][c:13]2[cH:14][cH:15][c:16]([Br:19])[cH:17][cH:18]2)[CH2:10][CH2:11]1. Starting materials: Cl, O=C(O)C(=O)Cc1ccc(O)c(O)c1, [Zn]. Yields the product O=C(O)C(O)Cc1ccc(O)c(O)c1. As a reaction SMILES: [ClH:15].[OH:1][c:2]1[cH:3][c:4]([CH2:9][C:10]([C:11](=[O:12])[OH:13])=[O:14])[cH:5][cH:6][c:7]1[OH:8].[Zn:16]>>[OH:1][c:2]1[cH:3][c:4]([CH2:9][CH:10]([C:11](=[O:12])[OH:13])[OH:14])[cH:5][cH:6][c:7]1[OH:8]. The reactants are OC1CCN(CC1)C(=O)OC(C)(C)C (tert-butyl 4-hydroxypiperidine-1-carboxylate), [H-].[Na+] (NaH), BrC1=C(C=NS1)[N+](=O)[O-] (5-bromo-4-nitroisothiazole). The solvent is C(C)(=O)OCC (ethyl acetate), O1CCOCC1 (dioxane). Reaction conditions: time 20 minute. Yields the product [N+](=O)([O-])C=1C=NSC1OC1CCN(CC1)C(=O)OC(C)(C)C (tert-butyl 4-(4-nitroisothiazol-5-yloxy)piperidine-1-carboxylate). Yield: 44.7%. RXN SMILES: [OH:1][CH:2]1[CH2:7][CH2:6][N:5]([C:8]([O:10][C:11]([CH3:14])([CH3:13])[CH3:12])=[O:9])[CH2:4][CH2:3]1.[H-].[Na+].Br[C:18]1[S:22][N:21]=[CH:20][C:19]=1[N+:23]([O-:25])=[O:24]>O1CCOCC1.C(OCC)(=O)C>[N+:23]([C:19]1[CH:20]=[N:21][S:22][C:18]=1[O:1][CH:2]1[CH2:3][CH2:4][N:5]([C:8]([O:10][C:11]([CH3:14])([CH3:13])[CH3:12])=[O:9])[CH2:6][CH2:7]1)([O-:25])=[O:24] |f:1.2|. Procedure details: To a solution of tert-butyl 4-hydroxypiperidine-1-carboxylate (1B2) (464 mg, 2.3 mmol) in dioxane (10 mL) at room temperature was added NaH (114 mg, 2.8 mmol). The mixture was stirred for 20 min and 5-bromo-4-nitroisothiazole (P) (400 mg, 1.9 mmol) was added. The mixture was stirred at 65° C. for 5 hours, cooled to room temperature, diluted with ethyl acetate (100 mL), washed with brine, dried over Na2SO4, and concentrated in vacuo at room temperature (25° C.). The residue was purified with flas... The reactants are COc1ccc(C=O)cc1, CO, [Na+], [Na+], OO, O=S(=O)(O)O, O=S([O-])[O-]. The product is COc1ccc(O)cc1. As a reaction SMILES: [CH3:1][O:2][c:3]1[cH:4][cH:5][c:6]([CH:7]=[O:8])[cH:9][cH:10]1.[CH3:24][OH:25].[Na+:22].[Na+:23].[OH:11][OH:12].[S:13]([OH:14])(=[O:15])(=[O:16])[OH:17].[S:18]([O-:19])([O-:20])=[O:21]>>[CH3:1][O:2][c:3]1[cH:4][cH:5][c:6]([OH:14])[cH:9][cH:10]1.